Dataset: the Open Reaction Database (ORD), a public repository of structured organic reaction records. Task: describe an organic reaction: reactants, conditions, products, and yield Reactants: C(CCC)C1C(C2=CC=C(C=C2C1)OC)=O (2-butyl-5-methoxy-1-indanone), BrNC(CCC(=O)N)=O (N-bromosuccinamide). The solvent is CCOC(=O)C (EtOAc), CN(C=O)C (dimethylformamide). Conditions: time 14 hour. Yields the product BrC1=C2CC(C(C2=CC=C1OC)=O)CCCC (4-bromo-2-butyl-5-methoxy-1-indanone), 6-bromo. The yield is 3.0%. As a reaction SMILES: [CH2:1]([CH:5]1[CH2:13][C:12]2[C:7](=[CH:8][CH:9]=[C:10]([O:14][CH3:15])[CH:11]=2)[C:6]1=[O:16])[CH2:2][CH2:3][CH3:4].[Br:17]NC(=O)CCC(N)=O>CN(C)C=O.CCOC(C)=O>[Br:17][C:11]1[C:10]([O:14][CH3:15])=[CH:9][CH:8]=[C:7]2[C:12]=1[CH2:13][CH:5]([CH2:1][CH2:2][CH2:3][CH3:4])[C:6]2=[O:16]. Procedure: A solution of 2-butyl-5-methoxy-1-indanone (1.869 g, 8.56 mmol) in anhydrous dimethylformamide (8.6 mL) was treated with N-bromosuccinamide (1.676 g, 9.42 mmol). The resulting mixture was stirred under a nitrogen atmosphere and at room temperature for 14 hours, and then heated in an oil bath at 50° C. for 4 hours. After cooling to room temperature, the mixture was diluted with EtOAc (100 mL), washed with water (4×50 mL) and brine (50 mL), dried over MgSO4, and evaporated under vacuum to a dark a... Starting materials: CNC1=NC(=CC(=N1)OC)C (2-methylamino-4-methoxy-6-methylpyrimidine), S1C(=CC=C1)S(=O)(=O)N=C=O (2-thiophenesulfonyl isocyanate). The solvent is C(C)#N (acetonitrile). The product is COC1=NC(=NC(=C1)C)N(C(=O)NS(=O)(=O)C=1SC=CC1)C (N-[N-(4-methoxy-6-methylpyrimidin-2-yl)-N-methylaminocarbonyl]-2-thiophene sulfonamide). Reaction SMILES: [CH3:1][NH:2][C:3]1[N:8]=[C:7]([O:9][CH3:10])[CH:6]=[C:5]([CH3:11])[N:4]=1.[S:12]1[CH:16]=[CH:15][CH:14]=[C:13]1[S:17]([N:20]=[C:21]=[O:22])(=[O:19])=[O:18]>C(#N)C>[CH3:10][O:9][C:7]1[CH:6]=[C:5]([CH3:11])[N:4]=[C:3]([N:2]([CH3:1])[C:21]([NH:20][S:17]([C:13]2[S:12][CH:16]=[CH:15][CH:14]=2)(=[O:18])=[O:19])=[O:22])[N:8]=1. Procedure: To a mixture, 1.5 g of 2-methylamino-4-methoxy-6-methylpyrimidine in 50 ml of acetonitrile is added 1.9 g of 2-thiophenesulfonyl isocyanate. Filtration affords N-[N-(4-methoxy-6-methylpyrimidin-2-yl)-N-methylaminocarbonyl]-2-thiophene sulfonamide.